Dataset: the Open Reaction Database (ORD), a public repository of structured organic reaction records. Task: describe an organic reaction: reactants, conditions, products, and yield Conditions: time 15 minute. The reactants are [OH-].[Na+] (sodium hydroxide), S(O)(O)(=O)=O (sulfuric acid), C(C)OC=CC(=O)N(C1=CC=CC=C1)C1CCN(CC1)CC1=CC=CC=C1 (N-(β-ethoxyacryloyl)-N-(1-benzyl-4-piperidinyl)aniline), ice water. The product is C(C1=CC=CC=C1)N1CCC(CC1)N1C(=O)C=CC2=CC=CC=C12 (1-(1-benzyl-4-piperidinyl)carbostyril). Procedure details: To a concentrated sulfuric acid (15 ml) is added in portions N-(β-ethoxyacryloyl)-N-(1-benzyl-4-piperidinyl)aniline (1.1 g) at 60° C. After stirring the mixture at the same temperature for 15 minutes, the reaction mixture is poured into ice-water, made alkaline with a 10% aqueous sodium hydroxide solution and extracted with dichloromethane. After the extract is concentrated by distilling off the solvent, the resulting residue is purified by silica gel column chromatography (eluent; dichlorometha... Yield: 83.2%. Reaction SMILES: S(=O)(=O)(O)O.C(O[CH:9]=[CH:10][C:11]([N:13]([CH:20]1[CH2:25][CH2:24][N:23]([CH2:26][C:27]2[CH:32]=[CH:31][CH:30]=[CH:29][CH:28]=2)[CH2:22][CH2:21]1)[C:14]1[CH:19]=[CH:18][CH:17]=[CH:16][CH:15]=1)=[O:12])C.[OH-].[Na+]>>[CH2:26]([N:23]1[CH2:24][CH2:25][CH:20]([N:13]2[C:14]3[C:15](=[CH:16][CH:17]=[CH:18][CH:19]=3)[CH:9]=[CH:10][C:11]2=[O:12])[CH2:21][CH2:22]1)[C:27]1[CH:28]=[CH:29][CH:30]=[CH:31][CH:32]=1 |f:2.3|. RXN SMILES: [Br:1][C:2]1[CH:7]=[CH:6][CH:5]=[CH:4][C:3]=1[CH2:8][CH2:9][CH2:10][C:11]1[CH:19]=[CH:18][C:14]([C:15]([OH:17])=[O:16])=[CH:13][CH:12]=1.S(=O)(=O)(O)O.C(=O)(O)[O-].[Na+].[CH2:30](O)[CH3:31]>C(Cl)(Cl)Cl>[Br:1][C:2]1[CH:7]=[CH:6][CH:5]=[CH:4][C:3]=1[CH2:8][CH2:9][CH2:10][C:11]1[CH:12]=[CH:13][C:14]([C:15]([O:17][CH2:30][CH3:31])=[O:16])=[CH:18][CH:19]=1 |f:2.3|. Solvent: C(Cl)(Cl)Cl (chloroform), C(Cl)(Cl)Cl (chloroform). The reactants are S(O)(O)(=O)=O (sulphuric acid), BrC1=C(C=CC=C1)CCCC1=CC=C(C(=O)O)C=C1 (4-[3-(2-bromophenyl)propyl]benzoic acid), C(C)O (ethanol), C([O-])(O)=O.[Na+] (sodium bicarbonate). Procedure: To a solution of 4-[3-(2-bromophenyl)propyl]benzoic acid (2.0 g) in a mixture of chloroform (50 ml) and ethanol (50 ml) was added dropwise, with stirring, concentrated sulphuric acid (98% w/v, 5.0 ml) and the resulting solution allowed to stand for 40 hours at 20° C. The solution was poured onto a stirred mixture of chloroform (100 ml) and saturated sodium bicarbonate. The organic layer was separated, dried over anhydrous magnesium sulphate and evaporated to give ethyl 4-[3-(2-bromophenyl)propyl... The product is BrC1=C(C=CC=C1)CCCC1=CC=C(C(=O)OCC)C=C1 (ethyl 4-[3-(2-bromophenyl)propyl)benzoate). Conditions: time 40 hour. Reactants: CS(=O)(=O)Cl (methanesulfonyl chloride), FC1=C(C=CC=C1F)[C@@](CO)([C@@H](C)O)O ((2R,3 R)-2-(2,3-difluorophenyl)-1,2,3-butanetriol), C(O)([O-])=O.[Na+] (sodium hydrogen carbonate). The solvent is N1=CC=CC=C1 (pyridine). Conditions: time 0.5 hour. Yields the product FC1=C(C=CC=C1F)[C@@](COS(=O)(=O)C)([C@@H](C)OS(=O)(=O)C)O ((2R,3R)-2-(2,3-Difluorophenyl)-1,3-bis(methanesulfonyloxy)-2-butanol). Yield: 83.6%. Reaction SMILES: [CH3:1][S:2](Cl)(=[O:4])=[O:3].[F:6][C:7]1[C:12]([F:13])=[CH:11][CH:10]=[CH:9][C:8]=1[C@:14]([OH:20])([C@H:17]([OH:19])[CH3:18])[CH2:15][OH:16].C(=O)([O-])O.[Na+]>N1C=CC=CC=1>[F:6][C:7]1[C:12]([F:13])=[CH:11][CH:10]=[CH:9][C:8]=1[C@:14]([OH:20])([C@H:17]([O:19][S:2]([CH3:1])(=[O:4])=[O:3])[CH3:18])[CH2:15][O:16][S:2]([CH3:1])(=[O:4])=[O:3] |f:2.3|. Procedure details: 5.71 g (50 mmol) of methanesulfonyl chloride were added to a solution of 3.51 g (16.1 mmol) of (2R,3 R)-2-(2,3-difluorophenyl)-1,2,3-butanetriol [obtained as described in Step 7(ii) above] in 18 ml of pyridine at 0° C. After stirring the resulting mixture for 0.5 hours, saturated aqueous sodium hydrogen carbonate solution was added to the reaction mixture and the product was extracted with ethyl acetate. The organic layer was washed with dilute hydrochloric acid and then washed with aqueous sodi...